Dataset: the Open Reaction Database (ORD), a public repository of structured organic reaction records. Task: describe an organic reaction: reactants, conditions, products, and yield Reactants: ClC=1C=C(C=C(C1)OC)S (3-chloro-5-methoxybenzenethiol), CN(C)C=O (DMF), ClCC(CC(=O)OC)=O (methyl 4-chloroacetoacetate), C(=O)([O-])[O-].[K+].[K+] (K2CO3). Solvent: O (water). Conditions: time 5 hour. The product is ClC=1C=C(C=C(C1)OC)SCC(CC(=O)OC)=O (Methyl 4-((3-chloro-5-methoxyphenyl)sulfanyl)-3-oxobutanoate). As a reaction SMILES: [Cl:1][C:2]1[CH:3]=[C:4]([SH:10])[CH:5]=[C:6]([O:8][CH3:9])[CH:7]=1.CN(C=O)C.Cl[CH2:17][C:18](=[O:24])[CH2:19][C:20]([O:22][CH3:23])=[O:21].C([O-])([O-])=O.[K+].[K+]>O>[Cl:1][C:2]1[CH:3]=[C:4]([S:10][CH2:17][C:18](=[O:24])[CH2:19][C:20]([O:22][CH3:23])=[O:21])[CH:5]=[C:6]([O:8][CH3:9])[CH:7]=1 |f:3.4.5|. Procedure details: To a mixture of 3-chloro-5-methoxybenzenethiol (2.1 g) and DMF (dry) (30 mL) were added methyl 4-chloroacetoacetate (1.407 mL) and K2CO3 (1.994 g) at 0° C., and the mixture was stirred at room temperature for 5 h. The mixture was poured into water at room temperature and extracted with EtOAc. The organic layer was separated, washed successively with water and brine, dried over MgSO4 and concentrated in vacuo. The residue was purified by silica gel column chromatography (EtOAc/hexane) to give the... The reactants are COC=1C=C(C=C(C1OC)OC)NC1=NC(=CN=C1)Cl (2-(3,4,5-trimethoxyphenylamino)-6-chloropyrazine), NC1=CC=NC=C1 (4-aminopyridine). Reported procedure: Using Method R, with 200 mg of 2-(3,4,5-trimethoxyphenylamino)-6-chloropyrazine (all amounts scaled accordingly) and 4-aminopyridine, 25 mg of title compound were obtained. Yield: 10%. 1H NMR (250 MHz, DMSO-d6) δ 3.64 (s, 3 H), 3.68 (s, 6 H), 6.83 (s, 2 H), 7.55 (d, 2 H, J=6.3 Hz), 7.62 (s, 1 H), 7.69 (s, 1 H), 8.25 (d, 2 H, J=6.3 Hz), 9.23 (s, 1 H), 9.66 (s, 1 H). 13C NMR (62.5 MHz, DMSO-d6) δ 55.66, 60.14, 97.52, 112.07, 122.57, 123.96, 132.67, 136.40, 147.39, 148.88, 149.83, 150.18, 152.93. m... The product is N1=CC=C(C=C1)NC1=NC(=CN=C1)NC1=CC(=C(C(=C1)OC)OC)OC (N2-(pyridin-4-yl)-N6-(3,4,5-trimethoxyphenyl)pyrazine-2,6-diamine). As a reaction SMILES: [CH3:1][O:2][C:3]1[CH:4]=[C:5]([NH:13][C:14]2[CH:19]=[N:18][CH:17]=[C:16](Cl)[N:15]=2)[CH:6]=[C:7]([O:11][CH3:12])[C:8]=1[O:9][CH3:10].[NH2:21][C:22]1[CH:27]=[CH:26][N:25]=[CH:24][CH:23]=1>>[N:25]1[CH:26]=[CH:27][C:22]([NH:21][C:16]2[CH:17]=[N:18][CH:19]=[C:14]([NH:13][C:5]3[CH:4]=[C:3]([O:2][CH3:1])[C:8]([O:9][CH3:10])=[C:7]([O:11][CH3:12])[CH:6]=3)[N:15]=2)=[CH:23][CH:24]=1. The yield is 10.0%. Starting materials: C([O-])([O-])=O.[Cs+].[Cs+] (cesium carbonate), BrCC1=CC=C(C=C1)F (1-bromomethyl-4-fluorobenzene), OC1=CC=C(C=C1)S(=O)(=O)NC[C@@H](C(=O)OC)N1CCCCC1 (methyl(S)-3-(4-hydroxybenzenesulfonylamino)-2-piperidin-1-ylpropanoate). The solvent is CC(=O)C (acetone). Reaction conditions: time 18 hour. The product is FC1=CC=C(COC2=CC=C(C=C2)S(=O)(=O)NC[C@@H](C(=O)OC)N2CCCCC2)C=C1 (methyl(S)-3-[4-(4-fluorobenzyloxy)benzenesulfonylamino]-2-piperidin-1-ylpropanoate). The yield is 85.1%. RXN SMILES: C(=O)([O-])[O-].[Cs+].[Cs+].Br[CH2:8][C:9]1[CH:14]=[CH:13][C:12]([F:15])=[CH:11][CH:10]=1.[OH:16][C:17]1[CH:22]=[CH:21][C:20]([S:23]([NH:26][CH2:27][C@H:28]([N:33]2[CH2:38][CH2:37][CH2:36][CH2:35][CH2:34]2)[C:29]([O:31][CH3:32])=[O:30])(=[O:25])=[O:24])=[CH:19][CH:18]=1>CC(C)=O>[F:15][C:12]1[CH:13]=[CH:14][C:9]([CH2:8][O:16][C:17]2[CH:18]=[CH:19][C:20]([S:23]([NH:26][CH2:27][C@H:28]([N:33]3[CH2:38][CH2:37][CH2:36][CH2:35][CH2:34]3)[C:29]([O:31][CH3:32])=[O:30])(=[O:25])=[O:24])=[CH:21][CH:22]=2)=[CH:10][CH:11]=1 |f:0.1.2|. Procedure: 420 mg (1.3 mmol) of cesium carbonate and then 0.2 ml (1.3 mmol) of 1-bromomethyl-4-fluorobenzene are added to a solution of 400 mg (1.2 mmol) of methyl(S)-3-(4-hydroxybenzenesulfonylamino)-2-piperidin-1-ylpropanoate in 10 ml of acetone. After stirring at ambient temperature for 18 h, the reaction medium is filtered and then the filtrate is concentrated under vacuum. The crude product is purified by chromatography on silica gel, elution being carried out with a 70/30 heptane/ethyl acetate mixtur... RXN SMILES: [CH2:1]([O:3][C:4]([C@@H:6]([NH:24][C@@H:25]1[C:31](=[O:32])[N:30]([CH2:33][C:34]([O:36]C(C)(C)C)=[O:35])[C:29]2[CH:41]=[CH:42][CH:43]=[CH:44][C:28]=2[O:27][CH2:26]1)[CH2:7][CH2:8][CH2:9][CH2:10][CH2:11][CH2:12][N:13]1[C:17](=[O:18])[C:16]2=[CH:19][CH:20]=[CH:21][CH:22]=[C:15]2[C:14]1=[O:23])=[O:5])[CH3:2].C(OCC)(=O)C.[ClH:51]>>[ClH:51].[CH2:1]([O:3][C:4]([C@@H:6]([NH:24][C@@H:25]1[C:31](=[O:32])[N:30]([CH2:33][C:34]([OH:36])=[O:35])[C:29]2[CH:41]=[CH:42][CH:43]=[CH:44][C:28]=2[O:27][CH2:26]1)[CH2:7][CH2:8][CH2:9][CH2:10][CH2:11][CH2:12][N:13]1[C:17](=[O:18])[C:16]2=[CH:19][CH:20]=[CH:21][CH:22]=[C:15]2[C:14]1=[O:23])=[O:5])[CH3:2] |f:1.2,3.4|. Starting materials: C(C)OC(=O)[C@H](CCCCCCN1C(C=2C(C1=O)=CC=CC2)=O)N[C@H]2COC1=C(N(C2=O)CC(=O)OC(C)(C)C)C=CC=C1 (tert-butyl 3(S)-[1(S)-ethoxycarbonyl-7-phthalimidoheptyl]amino-4-oxo-2,3,4,5-tetrahydro-1,5-benzoxazepine-5-acetate), C(C)(=O)OCC.Cl (hydrogen chloride-ethyl acetate). The solvent is Petroleum ether. Conditions: time 3 hour. Procedure: In 5 ml of 5N hydrogen chloride-ethyl acetate solution is dissolved 0.11 g of tert-butyl 3(S)-[1(S)-ethoxycarbonyl-7-phthalimidoheptyl]amino-4-oxo-2,3,4,5-tetrahydro-1,5-benzoxazepine-5-acetate obtained in Example 64, and the solution is allowed to stand at room temperature for 3 hours. Petroleum ether (100 ml) is added to the solution and the deposited precipitate is dried under reduced pressure to give 0.095 g of 3(S)-[1(S)-ethoxycarbonyl-7-phthalimidoheptyl]amino-4-oxo-2,3,4,5-tetrahydro-1,5-... Yields the product Cl.C(C)OC(=O)[C@H](CCCCCCN1C(C=2C(C1=O)=CC=CC2)=O)N[C@H]2COC1=C(N(C2=O)CC(=O)O)C=CC=C1 (3(S)-[1(S)-ethoxycarbonyl-7-phthalimidoheptyl]amino-4-oxo-2,3,4,5-tetrahydro-1,5-benzoxazepine-5-acetic acid hydrochloride). Starting materials: ClC1=NC2=C(N1)C=CC=C2[N+](=O)[O-] (2-chloro-4-nitro-1H-benzimidazole), CN(CCN)C (N,N-dimethylethylenediamine), C([O-])(O)=O.[Na+] (sodium bicarbonate). Conditions: temperature 80 celsius, time 8 hour. Yields the product CN(CCNC1=NC2=C(N1)C=CC=C2[N+](=O)[O-])C (2-[[2-(dimethylamino)ethyl]amino]-4-nitro-1H-benzimidazole). RXN SMILES: Cl[C:2]1[NH:6][C:5]2[CH:7]=[CH:8][CH:9]=[C:10]([N+:11]([O-:13])=[O:12])[C:4]=2[N:3]=1.[CH3:14][N:15]([CH3:19])[CH2:16][CH2:17][NH2:18].C(=O)(O)[O-].[Na+]>>[CH3:14][N:15]([CH3:19])[CH2:16][CH2:17][NH:18][C:2]1[NH:6][C:5]2[CH:7]=[CH:8][CH:9]=[C:10]([N+:11]([O-:13])=[O:12])[C:4]=2[N:3]=1 |f:2.3|. Reported procedure: A mixture of 2-chloro-4-nitro-1H-benzimidazole (300 mg) and N,N-dimethylethylenediamine (2 ml) were stirred at 80° C. for 8 hours. The reaction mixture was poured into saturated sodium bicarbonate aqueous solution and extracted with a mixture of chloroform and methanol. The organic layer was washed with brine, dried over magnesium sulfate and evaporated in vacuo. The resiude was washed with diisopropyl ether to give 2-[[2-(dimethylamino)ethyl]amino]-4-nitro-1H-benzimidazole (113 mg). The reactants are C(CCC)[Li] (n-Butyl lithium), C(C)(C)N(CC#C)C(C)C (diisopropyl-prop-2-ynyl-amine), O (water), C(=O)=O (carbon dioxide). Solvent: CCCCCC (hexane), O1CCCC1 (tetrahydrofuran), CO (methanol). Run at temperature -78 celsius, time 1 hour. The product is C(C)(C)N(CC#CC(=O)O)C(C)C (4-diisopropylamino-but-2-ynoic acid). As a reaction SMILES: C([Li])CCC.[CH:6]([N:9]([CH:13]([CH3:15])[CH3:14])[CH2:10][C:11]#[CH:12])([CH3:8])[CH3:7].[C:16](=[O:18])=[O:17].O>CCCCCC.O1CCCC1.CO>[CH:6]([N:9]([CH:13]([CH3:15])[CH3:14])[CH2:10][C:11]#[C:12][C:16]([OH:18])=[O:17])([CH3:8])[CH3:7]. Reported procedure: n-Butyl lithium in hexane (28.8 mL, 2.5 M in n-hexane) was slowly added to diisopropyl-prop-2-ynyl-amine (10.0 g, 72 mmol) in 70 mL of tetrahydrofuran under nitrogen. The mixture was stirred for 1 hr at −78° C., then dry carbon dioxide was passed through overnight. The resulting solution was poured into water and washed with ethyl acetate. The aqueous layer was evaporated under reduced pressure to give the crude acid. The dry acid was dissolved in methanol, and the insoluble salt was removed via... Starting materials: Intermediate 41B, ClC1=C(C(=NC=C1)N1N=CC(=C1C)C(=O)O)F (1-(4-Chloro-3-fluoropyridin-2-yl)-5-methyl-1H-pyrazole-4-carboxylic acid), CN(C)C=C(C(=O)OC(C)(C)C)C(C)=O (tert-butyl 2-((dimethylamino)methylene)-3-oxobutanoate), TEA. Solvent: C(C)#N (acetonitrile). Run at temperature 85 celsius, time 1 hour. Product: ClC1=C(C(=NC=C1)N1N=CC(=C1C)C(=O)OC(C)(C)C)F (tert-butyl 1-(4-chloro-3-fluoro-pyridin-2-yl)-5-methyl-1H-pyrazole-4-carboxylate). Reaction SMILES: [Cl:1][C:2]1[CH:7]=[CH:6][N:5]=[C:4]([N:8]2[C:12]([CH3:13])=[C:11]([C:14]([OH:16])=[O:15])[CH:10]=[N:9]2)[C:3]=1[F:17].CN([CH:21]=[C:22]([C:30](=O)C)[C:23](OC(C)(C)C)=O)C>C(#N)C>[Cl:1][C:2]1[CH:7]=[CH:6][N:5]=[C:4]([N:8]2[C:12]([CH3:13])=[C:11]([C:14]([O:16][C:22]([CH3:30])([CH3:23])[CH3:21])=[O:15])[CH:10]=[N:9]2)[C:3]=1[F:17]. Reported procedure: 1-(4-Chloro-3-fluoropyridin-2-yl)-5-methyl-1H-pyrazole-4-carboxylic acid: To a solution of tert-butyl 2-((dimethylamino)methylene)-3-oxobutanoate (0.045 g, 0.211 mmol) in acetonitrile (2 mL) was added TEA (0.030 mL, 0.215 mmol) followed by Intermediate 41B (0.038 g, 0.19 mmol). The dark brown solution was stirred for 1 h at 85° C. The reaction was concentrated, and water (1 mL) and CH2Cl2 (1 mL) were added. The organic layer was concentrated and purified by silica gel chromatography to provide t...